From a dataset of the Open Reaction Database (ORD), a public repository of structured organic reaction records. describe an organic reaction: reactants, conditions, products, and yield The reactants are Cc1cc2c(nc1Br)CCCCC2, [Li]CCCC, CCCCCC, Cc1ccccc1, O, O=Cc1cccnc1. The product is Cc1cc2c(nc1C(O)c1cccnc1)CCCCC2. RXN SMILES: [Br:6][c:7]1[c:8]([CH3:18])[cH:9][c:10]2[c:11]([n:12]1)[CH2:13][CH2:14][CH2:15][CH2:16][CH2:17]2.[CH2:1]([Li:2])[CH2:3][CH2:4][CH3:5].[CH3:28][CH2:29][CH2:30][CH2:31][CH2:32][CH3:33].[CH3:34][c:35]1[cH:36][cH:37][cH:38][cH:39][cH:40]1.[OH2:27].[n:19]1[cH:20][c:21]([CH:25]=[O:26])[cH:22][cH:23][cH:24]1>>[c:7]1([CH:25]([c:21]2[cH:20][n:19][cH:24][cH:23][cH:22]2)[OH:26])[c:8]([CH3:18])[cH:9][c:10]2[c:11]([n:12]1)[CH2:13][CH2:14][CH2:15][CH2:16][CH2:17]2. Starting materials: C(C)(C)N (isopropylamine), 1,8-diazabi-cyclo[5,4,0]undec-7-ene, C(C)OC(=O)N\C(=C/C(=O)OCC)\C(F)(F)F (ethyl 3-[(ethoxycarbonyl)amino]-4,4,4-trifluorocrotonate), O (Water). Run in C=1(C(=CC=CC1)C)C (xylene), C(C)(=O)OCC (ethyl acetate). Yields the product C(C)(C)N1C(NC(=CC1=O)C(F)(F)F)=O (3-Isopropyl-6-(trifluoromethyl)-2,4-(1H,3H)-pyrimidinedione). Yield: 61.0%. As a reaction SMILES: C(O[C:4]([NH:6]/[C:7](/[C:14]([F:17])([F:16])[F:15])=[CH:8]\[C:9]([O:11]CC)=O)=[O:5])C.[CH:18]([NH2:21])([CH3:20])[CH3:19].O>C1(C)C(C)=CC=CC=1.C(OCC)(=O)C>[CH:18]([N:21]1[C:9](=[O:11])[CH:8]=[C:7]([C:14]([F:15])([F:16])[F:17])[NH:6][C:4]1=[O:5])([CH3:20])[CH3:19]. Procedure: A stirred mixture of ethyl 3-[(ethoxycarbonyl)amino]-4,4,4-trifluorocrotonate, (Z)-(2.04 g, 8 mmol), isopropylamine (0.567 g, 9.6 mmol), and 1,8-diazabi-cyclo[5,4,0]undec-7-ene (DBU, 1.46 g, 9.6 mmol) in xylene (15 mL) is heated at 100° C. for 3 hours, cooled, and diluted with ethyl acetate. Water is added, and the resultant aqueous mixture is extracted with ethyl acetate. The organic extracts are combined, washed sequentially with water and aqueous 2 N hydrochloric acid, dried over anhydrous so... The reactants are ClCCCl, CCOC(C)=O, CC(C)(C)C(NC(=O)CC1CCCCC1)C(=O)N1CC2(CC1C(=O)O)CN(c1ccccc1)C(=O)O2, CCN(C(C)C)C(C)C, CCCC(N)C(O)C(=O)NC1CC1, NCCc1c[nH]cn1, CN(C)C=O, On1nnc2ccccc21. The product is CCCC(NC(=O)C1CC2(CN(c3ccccc3)C(=O)O2)CN1C(=O)C(NC(=O)CC1CCCCC1)C(C)(C)C)C(O)C(=O)NC1CC1. As a reaction SMILES: [CH2:14]([Cl:15])[CH2:16][Cl:17].[CH3:86][CH2:87][O:88][C:89](=[O:90])[CH3:91].[CH:28]1([CH2:34][C:35](=[O:36])[NH:37][CH:38]([C:39](=[O:40])[N:41]2[CH2:42][C:43]3([CH2:44][N:45]([c:49]4[cH:50][cH:51][cH:52][cH:53][cH:54]4)[C:46](=[O:48])[O:47]3)[CH2:55][CH:56]2[C:57](=[O:58])[OH:59])[C:60]([CH3:61])([CH3:62])[CH3:63])[CH2:29][CH2:30][CH2:31][CH2:32][CH2:33]1.[CH:64]([N:65]([CH2:66][CH3:67])[CH:68]([CH3:69])[CH3:70])([CH3:71])[CH3:72].[NH2:1][CH:2]([CH:3]([C:4](=[O:5])[NH:6][CH:7]1[CH2:8][CH2:9]1)[OH:10])[CH2:11][CH2:12][CH3:13].[NH2:73][CH2:74][CH2:75][c:76]1[n:77][cH:78][nH:79][cH:80]1.[O:81]=[CH:82][N:83]([CH3:84])[CH3:85].[OH:18][n:19]1[c:20]2[c:21]([cH:22][cH:23][cH:24][cH:25]2)[n:26][n:27]1>>[NH:1]([CH:2]([CH:3]([C:4](=[O:5])[NH:6][CH:7]1[CH2:8][CH2:9]1)[OH:10])[CH2:11][CH2:12][CH3:13])[C:57]([CH:56]1[N:41]([C:39]([CH:38]([NH:37][C:35]([CH2:34][CH:28]2[CH2:29][CH2:30][CH2:31][CH2:32][CH2:33]2)=[O:36])[C:60]([CH3:61])([CH3:62])[CH3:63])=[O:40])[CH2:42][C:43]2([CH2:44][N:45]([c:49]3[cH:50][cH:51][cH:52][cH:53][cH:54]3)[C:46](=[O:48])[O:47]2)[CH2:55]1)=[O:58]. Reactants: [OH-].[Na+] (sodium hydroxide), COC1=CC=C(C(=O)Cl)C=C1 (4-methoxybenzoyl chloride), [Cl-].[Al+3].[Cl-].[Cl-] (aluminum chloride), COC1=CC=C(C=C1)C1=CC2=C(S1)C=C(C=C2)OC (4-Methoxyphenyl-6-methoxybenzo[b]thiophene). Solvent: CO (methanol), ClCCCl (1,2-dichloroethane), CO (methanol). Run at temperature 0 celsius, time 2 hour. The product is COC1=CC=C(C=C1)C1=C(C2=C(S1)C=C(C=C2)OC)C(C2=CC=C(C=C2)OC)=O (2-(4-Methoxyphenyl)-3-(4-Methoxybenzoyl)-6-Methoxybenzo[b]thiophene). As a reaction SMILES: [CH3:1][O:2][C:3]1[CH:8]=[CH:7][C:6]([C:9]2[S:13][C:12]3[CH:14]=[C:15]([O:18][CH3:19])[CH:16]=[CH:17][C:11]=3[CH:10]=2)=[CH:5][CH:4]=1.[CH3:20][O:21][C:22]1[CH:30]=[CH:29][C:25]([C:26](Cl)=[O:27])=[CH:24][CH:23]=1.[Cl-].[Al+3].[Cl-].[Cl-].[OH-].[Na+]>ClCCCl.CO>[CH3:1][O:2][C:3]1[CH:8]=[CH:7][C:6]([C:9]2[S:13][C:12]3[CH:14]=[C:15]([O:18][CH3:19])[CH:16]=[CH:17][C:11]=3[C:10]=2[C:26](=[O:27])[C:25]2[CH:29]=[CH:30][C:22]([O:21][CH3:20])=[CH:23][CH:24]=2)=[CH:5][CH:4]=1 |f:2.3.4.5,6.7|. Procedure details: 2-(4-Methoxyphenyl-6-methoxybenzo[b]thiophene (10 g, (37 mmol) of was dissolved in 700 mL of 1,2-dichloroethane and the mixture cooled to 0° C. To the reaction solution was added, slowly, a mixture of 4-methoxybenzoyl chloride (6.31 g, 37 m mol) and aluminum chloride (5.07 g 38 mmol). The reaction was allowed to proceed at 0° C. for two hours and was terminated by pouring into ice-water. The organic layer was separated and aqueous layer extracted with chloroform. The organic layers were combined...